This data is from the Open Reaction Database (ORD), a public repository of structured organic reaction records. The task is: describe an organic reaction: reactants, conditions, products, and yield Reactants: BrC=1C=C2C(=C(C=NC2=CC1)C(C(C)C)=O)Cl (1-(6-bromo-4-chloroquinolin-3-yl)-2-methylpropan-1-one), CN(C)CC1=CC=C(N)C=C1 (4-((dimethylamino)methyl)aniline). Product: BrC=1C=C2C(=C(C=NC2=CC1)C(C(C)C)=O)NC1=CC=C(C=C1)CN(C)C (1-(6-bromo-4-(4-((dimethylamino)methyl)phenylamino)quinolin-3-yl)-2-methylpropan-1-one). The yield is 27.2%. RXN SMILES: [Br:1][C:2]1[CH:3]=[C:4]2[C:9](=[CH:10][CH:11]=1)[N:8]=[CH:7][C:6]([C:12](=[O:16])[CH:13]([CH3:15])[CH3:14])=[C:5]2Cl.[CH3:18][N:19]([CH2:21][C:22]1[CH:28]=[CH:27][C:25]([NH2:26])=[CH:24][CH:23]=1)[CH3:20]>>[Br:1][C:2]1[CH:3]=[C:4]2[C:9](=[CH:10][CH:11]=1)[N:8]=[CH:7][C:6]([C:12](=[O:16])[CH:13]([CH3:15])[CH3:14])=[C:5]2[NH:26][C:25]1[CH:24]=[CH:23][C:22]([CH2:21][N:19]([CH3:20])[CH3:18])=[CH:28][CH:27]=1. Reported procedure: Following general procedure B, 1-(6-bromo-4-chloroquinolin-3-yl)-2-methylpropan-1-one (604 mg, 1.93 mmol) was reacted with 4-((dimethylamino)methyl)aniline (882 mg, 3.87 mmol) to afford the desired product (224 mg, 27%) as a yellow solid: ESI MS m/z 432, [C22H30BrN3O+H]+ Starting materials: CC(C)(C)C(=O)Cl, [Li]CCCC, C1CCOC1, O=C1CCC(Cc2ccc(-c3ccccc3)cc2)N1. The product is CC(C)(C)C(=O)N1C(=O)CCC1Cc1ccc(-c2ccccc2)cc1. RXN SMILES: [C:25]([C:26]([CH3:27])([CH3:28])[CH3:29])(=[O:30])[Cl:31].[CH2:20]([Li:21])[CH2:22][CH2:23][CH3:24].[O:32]1[CH2:33][CH2:34][CH2:35][CH2:36]1.[c:1]1(-[c:14]2[cH:15][cH:16][cH:17][cH:18][cH:19]2)[cH:2][cH:3][c:4]([CH2:7][CH:8]2[CH2:9][CH2:10][C:11](=[O:13])[NH:12]2)[cH:5][cH:6]1>>[c:1]1(-[c:14]2[cH:15][cH:16][cH:17][cH:18][cH:19]2)[cH:2][cH:3][c:4]([CH2:7][CH:8]2[CH2:9][CH2:10][C:11](=[O:13])[N:12]2[C:25]([C:26]([CH3:27])([CH3:28])[CH3:29])=[O:30])[cH:5][cH:6]1.